From a dataset of the Open Reaction Database (ORD), a public repository of structured organic reaction records. describe an organic reaction: reactants, conditions, products, and yield The reactants are NC=1C=CC(=C(C1)CCC=1C=C(C=CC1)NC(OC(C)(C)C)=O)NC(=O)OC(C)(C)C (tert-butyl [3-(2-{5-amino-2-[(tert-butoxycarbonyl)amino]phenyl}ethyl)phenyl]carbamate), C([O-])([O-])=O.[K+].[K+] (potassium carbonate), O (water), ClC1=NC=C(C(=N1)Cl)Cl (2,4,5-trichloropyrimidine). Solvent: CN(C)C=O (DMF). Conditions: temperature 25 celsius, time 5 minute. The product is C(C)(C)(C)OC(=O)NC1=C(C=C(C=C1)NC1=NC(=NC=C1Cl)Cl)CCC=1C=C(C=CC1)NC(OC(C)(C)C)=O (tert-Butyl [3-(2-{2-[(tert-butoxycarbonyl)amino]-5-[(2,5-dichloropyrimidin-4-yl)amino]phenyl}ethyl)phenyl]carbamate). The yield is 99.3%. As a reaction SMILES: [NH2:1][C:2]1[CH:3]=[CH:4][C:5]([NH:24][C:25]([O:27][C:28]([CH3:31])([CH3:30])[CH3:29])=[O:26])=[C:6]([CH2:8][CH2:9][C:10]2[CH:11]=[C:12]([NH:16][C:17](=[O:23])[O:18][C:19]([CH3:22])([CH3:21])[CH3:20])[CH:13]=[CH:14][CH:15]=2)[CH:7]=1.C(=O)([O-])[O-].[K+].[K+].[Cl:38][C:39]1[N:44]=[C:43](Cl)[C:42]([Cl:46])=[CH:41][N:40]=1.O>CN(C=O)C>[C:28]([O:27][C:25]([NH:24][C:5]1[CH:4]=[CH:3][C:2]([NH:1][C:41]2[C:42]([Cl:46])=[CH:43][N:44]=[C:39]([Cl:38])[N:40]=2)=[CH:7][C:6]=1[CH2:8][CH2:9][C:10]1[CH:11]=[C:12]([NH:16][C:17](=[O:23])[O:18][C:19]([CH3:22])([CH3:21])[CH3:20])[CH:13]=[CH:14][CH:15]=1)=[O:26])([CH3:31])([CH3:30])[CH3:29] |f:1.2.3|. Procedure details: A solution of tert-butyl [3-(2-{5-amino-2-[(tert-butoxycarbonyl)amino]phenyl}ethyl)phenyl]carbamate (8.15 g, 19.1 mmol) in DMF (19 mL) was treated with potassium carbonate (3.42 g, 24.8 mol) and stirred at 25° C. for 5 minutes. The reaction mixture was treated with 2,4,5-trichloropyrimidine (2.40 mL, 21.0 mmol) dropwise and stirred at 20° C. overnight. The reaction mixture was poured into water (200 mL) and extracted with ethyl acetate (300 mL). The organic layer was separated and washed with br... Starting materials: C(C)(=O)OCC(CNC(C1=C(C(=C(C(=C1I)C(NCC(COC(C)=O)OC(C)=O)=O)I)N)I)=O)OC(C)=O (acetic acid 1-acetoxymethyl-2-[3-amino-5-(2,3-diacetoxy-propylcarbamoyl)-2,4,6-triiodo-benzoylamino]-ethyl ester), C(=O)(Cl)Cl (phosgene), C1(=CC=CC=C1)C (toluene). The solvent is O1CCOCC1 (1,4-dioxane), O1CCOCC1 (Dioxane). Reaction conditions: temperature 60 celsius. Product: C(C)(=O)OCC(CNC(C1=C(C(=C(C(=C1I)N=C=O)I)C(NCC(COC(C)=O)OC(C)=O)=O)I)=O)OC(C)=O (acetic acid 1-acetoxymethyl-2-[3-(2,3-diacetoxy-propylcarbamoyl)-2,4,6-triiodo-5-isocyanato-benzoylamino]-ethyl ester). Reaction SMILES: [C:1]([O:4][CH2:5][CH:6]([O:35][C:36](=[O:38])[CH3:37])[CH2:7][NH:8][C:9](=[O:34])[C:10]1[C:15]([I:16])=[C:14]([C:17](=[O:30])[NH:18][CH2:19][CH:20]([O:26][C:27](=[O:29])[CH3:28])[CH2:21][O:22][C:23](=[O:25])[CH3:24])[C:13]([I:31])=[C:12]([NH2:32])[C:11]=1[I:33])(=[O:3])[CH3:2].[C:39](Cl)(Cl)=[O:40].C1(C)C=CC=CC=1>O1CCOCC1>[C:23]([O:22][CH2:21][CH:20]([O:26][C:27](=[O:29])[CH3:28])[CH2:19][NH:18][C:17](=[O:30])[C:14]1[C:13]([I:31])=[C:12]([N:32]=[C:39]=[O:40])[C:11]([I:33])=[C:10]([C:9](=[O:34])[NH:8][CH2:7][CH:6]([O:35][C:36](=[O:38])[CH3:37])[CH2:5][O:4][C:1](=[O:3])[CH3:2])[C:15]=1[I:16])(=[O:25])[CH3:24]. Procedure details: To a solution of acetic acid 1-acetoxymethyl-2-[3-amino-5-(2,3-diacetoxy-propylcarbamoyl)-2,4,6-triiodo-benzoylamino]-ethyl ester (15 g, 17 mmol) in 1,4-dioxane (40 mL) was added a solution of 20% phosgene in toluene (100 mL, 11 eq) at ambient temperature. The mixture was then heated to 60° C. for 15 hours. The reaction mixture was cooled to ambient temperature and then concentrated at reduced pressure to give an off white solid. Dioxane (50 mL×2) was added and removed slowly at reduced pressure...